From a dataset of the Open Reaction Database (ORD), a public repository of structured organic reaction records. describe an organic reaction: reactants, conditions, products, and yield Reported procedure: 2-(4-Methoxyphenyl)-2-methyl-5-benzyloxy-6,7-dichloro-1-indanone (3.44 g., 0.008 mole) is catalytically hydrogenated in absolute ethanol (300 ml.) over 5% palladium on carbon (500 mg.) in a Parr apparatus at 25° C. for 4 hrs. The reaction mixture is filtered and concentrated in vacuo to give 2.6 g. of 2-(4-methoxyphenyl)-2-methyl-5-hydroxy-6,7-dichloro-1-indanone which melts at 149°-156° C. and is used without further purification. The reactants are COC1=CC=C(C=C1)C1(C(C2=C(C(=C(C=C2C1)OCC1=CC=CC=C1)Cl)Cl)=O)C (2-(4-Methoxyphenyl)-2-methyl-5-benzyloxy-6,7-dichloro-1-indanone). The reagents and catalysts are [Pd] (palladium on carbon). Yields the product COC1=CC=C(C=C1)C1(C(C2=C(C(=C(C=C2C1)O)Cl)Cl)=O)C (2-(4-Methoxyphenyl)-2-methyl-5-hydroxy-6,7-dichloro-1-indanone). Solvent: C(C)O (ethanol). RXN SMILES: [CH3:1][O:2][C:3]1[CH:8]=[CH:7][C:6]([C:9]2([CH3:29])[CH2:17][C:16]3[C:11](=[C:12]([Cl:27])[C:13]([Cl:26])=[C:14]([O:18]CC4C=CC=CC=4)[CH:15]=3)[C:10]2=[O:28])=[CH:5][CH:4]=1>C(O)C.[Pd]>[CH3:1][O:2][C:3]1[CH:8]=[CH:7][C:6]([C:9]2([CH3:29])[CH2:17][C:16]3[C:11](=[C:12]([Cl:27])[C:13]([Cl:26])=[C:14]([OH:18])[CH:15]=3)[C:10]2=[O:28])=[CH:5][CH:4]=1. The reactants are CC1(OC(CC(O1)=O)=O)C (2,2-dimethyl-1,3-dioxan-4,6-dione), ClC=1C=C2C=CN(C2=CC1)CC(=O)O ((5-Chloroindol-1-yl)acetic acid), C(C(=O)Cl)(=O)Cl (oxalyl chloride). Reagents/catalysts: CN(C)C=O (DMF). The solvent is C(Cl)Cl (CH2Cl2), N1=CC=CC=C1 (pyridine), C(Cl)Cl (CH2Cl2). Conditions: time 1 hour. Yields the product ClC=1C=C2C=CN(C2=CC1)CC(C)=O (5-Chloro-1-(2-oxopropyl)indole). RXN SMILES: [Cl:1][C:2]1[CH:3]=[C:4]2[C:8](=[CH:9][CH:10]=1)[N:7]([CH2:11][C:12]([OH:14])=O)[CH:6]=[CH:5]2.[C:15](Cl)(=O)C(Cl)=O.CC1(C)OC(=O)CC(=O)O1>C(Cl)Cl.CN(C=O)C.N1C=CC=CC=1>[Cl:1][C:2]1[CH:3]=[C:4]2[C:8](=[CH:9][CH:10]=1)[N:7]([CH2:11][C:12](=[O:14])[CH3:15])[CH:6]=[CH:5]2. Procedure details: To a solution of acid from Step 1 (1.048 g, 5 mmol) in CH2Cl2 (45 mL) at r.t. there was added oxalyl chloride (762 mg, 6 mmol) and 2 drops of DMF. The mixture was stirred at r.t. for 1 hour, then it was added slowly to a cooled (0° C.) solution of 2,2-dimethyl-1,3-dioxan-4,6-dione (864 mg, 6 mmol) in CH2Cl2 (10 mL) and pyridine (1 mL). The resulting mixture was stirred at 0° C. for 30 minutes, then at r.t. for 1.5 hours. The CH2Cl2 was evaporated, there was added a mixture of HOAc (15 mL) and H2... Reactants: [Br-], CC[Mg+], C1CCOC1, COc1cccc(C=C2C(=O)OC(C)(C)OC2=O)c1F. Product: CCC(c1cccc(OC)c1F)C1C(=O)OC(C)(C)OC1=O. As a reaction SMILES: [Br-:21].[CH2:22]([CH3:23])[Mg+:24].[CH2:25]1[O:26][CH2:27][CH2:28][CH2:29]1.[F:1][c:2]1[c:3]([CH:4]=[C:5]2[C:6](=[O:14])[O:7][C:8]([CH3:12])([CH3:13])[O:9][C:10]2=[O:11])[cH:15][cH:16][cH:17][c:18]1[O:19][CH3:20]>>[F:1][c:2]1[c:3]([CH:4]([CH:5]2[C:6](=[O:14])[O:7][C:8]([CH3:12])([CH3:13])[O:9][C:10]2=[O:11])[CH2:22][CH3:23])[cH:15][cH:16][cH:17][c:18]1[O:19][CH3:20].